Task: describe an organic reaction: reactants, conditions, products, and yield. Dataset: the Open Reaction Database (ORD), a public repository of structured organic reaction records Starting materials: CC(C)Cn1c(N)nc2ccc(Br)nc21, CC(C)(C)c1nc(-c2ccc(F)cc2)co1, O=C([O-])[O-], [Cs+], [Cs+], CC(=O)[O-], CC(=O)[O-], CN(C)C=O, [Pd+2], c1ccc(P(c2ccccc2)c2ccccc2)cc1. Product: CC(C)Cn1c(N)nc2ccc(-c3oc(C(C)(C)C)nc3-c3ccc(F)cc3)nc21. As a reaction SMILES: [Br:17][c:18]1[cH:19][cH:20][c:21]2[c:22]([n:23]1)[n:24]([CH2:28][CH:29]([CH3:30])[CH3:31])[c:25]([NH2:27])[n:26]2.[C:1]([CH3:2])([CH3:3])([CH3:4])[c:5]1[o:6][cH:7][c:8](-[c:10]2[cH:11][cH:12][c:13]([F:16])[cH:14][cH:15]2)[n:9]1.[C:32](=[O:33])([O-:34])[O-:35].[Cs+:36].[Cs+:37].[O-:63][C:64]([CH3:65])=[O:66].[O-:67][C:68]([CH3:69])=[O:70].[O:57]=[CH:58][N:59]([CH3:60])[CH3:61].[Pd+2:62].[c:38]1([P:39]([c:40]2[cH:41][cH:42][cH:43][cH:44][cH:45]2)[c:46]2[cH:47][cH:48][cH:49][cH:50][cH:51]2)[cH:52][cH:53][cH:54][cH:55][cH:56]1>>[C:1]([CH3:2])([CH3:3])([CH3:4])[c:5]1[o:6][c:7](-[c:18]2[cH:19][cH:20][c:21]3[c:22]([n:23]2)[n:24]([CH2:28][CH:29]([CH3:30])[CH3:31])[c:25]([NH2:27])[n:26]3)[c:8](-[c:10]2[cH:11][cH:12][c:13]([F:16])[cH:14][cH:15]2)[n:9]1. Reactants: NC1=CC=C(C=C1)C=1N(C2=CC=CC=C2C1)C(=O)N (2-(4-amino-phenyl)-indole-1-carboxylic acid amide), C(C)C=1C=C(C=CC1)N=C=O (3-ethylphenyl isocyanate). Solvent: C1CCOC1 (THF), C(C)(=O)OCC (ethyl acetate). Conditions: time 2 hour. The product is C(C)C=1C=C(C=CC1)NC(=O)NC1=CC=C(C=C1)C=1N(C2=CC=CC=C2C1)C(=O)N (2-[4-({[(3-ethylphenyl)amino]carbonyl}amino)phenyl]-1H-indole-1-carboxamide). Reaction SMILES: [NH2:1][C:2]1[CH:7]=[CH:6][C:5]([C:8]2[N:9]([C:17]([NH2:19])=[O:18])[C:10]3[C:15]([CH:16]=2)=[CH:14][CH:13]=[CH:12][CH:11]=3)=[CH:4][CH:3]=1.[CH2:20]([C:22]1[CH:23]=[C:24]([N:28]=[C:29]=[O:30])[CH:25]=[CH:26][CH:27]=1)[CH3:21]>C1COCC1.C(OCC)(=O)C>[CH2:20]([C:22]1[CH:23]=[C:24]([NH:28][C:29]([NH:1][C:2]2[CH:7]=[CH:6][C:5]([C:8]3[N:9]([C:17]([NH2:19])=[O:18])[C:10]4[C:15]([CH:16]=3)=[CH:14][CH:13]=[CH:12][CH:11]=4)=[CH:4][CH:3]=2)=[O:30])[CH:25]=[CH:26][CH:27]=1)[CH3:21]. Reported procedure: The reaction mixture of 2-(4-amino-phenyl)-indole-1-carboxylic acid amide (125.5 mg, 0.5 mmol, 1 eq) and 3-ethylphenyl isocyanate (0.073 mL, 1 eq) in anhydrous THF (4 mL) was stirred at room temperature for 2 hours. It was then diluted with ethyl acetate, washed sequentially with aqueous NH4Cl, saturated aqueous NaHCO3, brine, and dried with anhydrous sodium sulfate. The upper liquor was decanted, concentrated, and the solid residue was triturated with EtOAC-Hex (1:1). 2-[4-({[(3-ethylphenyl)ami...